This data is from the Open Reaction Database (ORD), a public repository of structured organic reaction records. The task is: describe an organic reaction: reactants, conditions, products, and yield Starting materials: ClC=1C=C(C=CC1Cl)C1(CNCCC1)CCO (3-(3,4-dichlorophenyl)-3-(2-hydroxyethyl)piperidine), C([O-])([O-])=O.[Na+].[Na+] (sodium carbonate), COC=1C=C(C(=O)Cl)C=C(C1OC)OC (3,4,5-trimethoxybenzoyl chloride). Solvent: C(C)(=O)OCC.O (ethyl acetate water). Run at temperature 0 celsius, time 18 hour. Yields the product COC=1C=C(C(=O)N2CC(CCC2)(CCO)C2=CC(=C(C=C2)Cl)Cl)C=C(C1OC)OC (1-(3,4,5-trimethoxybenzoyl)-3-(3,4-dichlorophenyl)-3-(2-hydroxyethyl)piperidine). RXN SMILES: [Cl:1][C:2]1[CH:3]=[C:4]([C:9]2([CH2:15][CH2:16][OH:17])[CH2:14][CH2:13][CH2:12][NH:11][CH2:10]2)[CH:5]=[CH:6][C:7]=1[Cl:8].C(=O)([O-])[O-].[Na+].[Na+].[CH3:24][O:25][C:26]1[CH:27]=[C:28]([CH:32]=[C:33]([O:37][CH3:38])[C:34]=1[O:35][CH3:36])[C:29](Cl)=[O:30]>C(OCC)(=O)C.O>[CH3:38][O:37][C:33]1[CH:32]=[C:28]([CH:27]=[C:26]([O:25][CH3:24])[C:34]=1[O:35][CH3:36])[C:29]([N:11]1[CH2:12][CH2:13][CH2:14][C:9]([C:4]2[CH:5]=[CH:6][C:7]([Cl:8])=[C:2]([Cl:1])[CH:3]=2)([CH2:15][CH2:16][OH:17])[CH2:10]1)=[O:30] |f:1.2.3,5.6|. Procedure details: Combine 3-(3,4-dichlorophenyl)-3-(2-hydroxyethyl)piperidine (1.08 g, 3.94 mmol) and sodium carbonate (0.21 g, 2.00 mmol) in 1/1 ethyl acetate/water (50 mL). Cool the reaction mixture to 0° C. with an ice bath. Add 3,4,5-trimethoxybenzoyl chloride (0.83 g, 3.58 mmol). Warm to ambient temperature. After 18 hours, separate the layers and extract the aqueous layer three times with ethyl acetate. Dry the combined organic layers over Na2SO4, filter, and concentrate in vacuo to obtain a residue. Chroma... Reactants: NC1=NC=CC(=N1)N1N=C(C2=CC=C(C=C12)Br)C(=O)O (1-(2-aminopyrimidin-4-yl)-6-bromoindazole-3-carboxylic acid), S(=O)(Cl)Cl (thionyl chloride), CN(C)C=O (DMF). Run in C(Cl)Cl (DCM). Conditions: time 1 hour. The product is NC1=NC=CC(=N1)N1N=C(C2=CC=C(C=C12)Br)C(=O)N (1-(2-aminopyrimidin-4-yl)-6-bromoindazole-3-carboxamide). RXN SMILES: [NH2:1][C:2]1[N:7]=[C:6]([N:8]2[C:16]3[C:11](=[CH:12][CH:13]=[C:14]([Br:17])[CH:15]=3)[C:10]([C:18]([OH:20])=O)=[N:9]2)[CH:5]=[CH:4][N:3]=1.S(Cl)(Cl)=O.C[N:26](C=O)C>C(Cl)Cl>[NH2:1][C:2]1[N:7]=[C:6]([N:8]2[C:16]3[C:11](=[CH:12][CH:13]=[C:14]([Br:17])[CH:15]=3)[C:10]([C:18]([NH2:26])=[O:20])=[N:9]2)[CH:5]=[CH:4][N:3]=1. Procedure: To a solution of 1-(2-aminopyrimidin-4-yl)-6-bromoindazole-3-carboxylic acid (500 mg, 1.32 mmol) in DCM (5 mL), was added thionyl chloride (0.6 mL, 7.9 mmol) followed by DMF (0.02 mL). The mixture was stirred at RT for 1 hr. The mixture was concentrated in vacuo, DCM (2 mL) added and concentration in vacuo was repeated. To this residue was added THF (5 mL) and conc. aq NH3 (0.5 mL). The mixture stirred for 30 min, then diluted with water and the resultant solid was collected by suction filtratio...